From a dataset of the Open Reaction Database (ORD), a public repository of structured organic reaction records. describe an organic reaction: reactants, conditions, products, and yield Starting materials: FC1=C(C=CC=C1)C (2-fluorotoluene), C(C)(=O)OC(C)=O (acetic anhydride), COS(=O)(=O)[O-].C(C)[N+](C)(CC)CC (triethylmethylammonium methyl sulfate). Run in C(C)(=O)O (acetic acid). Yields the product COC(C1=C(C=CC=C1)F)OC (2-Fluorobenzaldehyde dimethyl acetal). As a reaction SMILES: [F:1][C:2]1[CH:7]=[CH:6][CH:5]=[CH:4][C:3]=1[CH3:8].[C:9](OC(=O)C)(=[O:11])C.[CH3:16][O:17]S([O-])(=O)=O.C([N+](CC)(CC)C)C>C(O)(=O)C>[CH3:9][O:11][CH:8]([O:17][CH3:16])[C:3]1[CH:4]=[CH:5][CH:6]=[CH:7][C:2]=1[F:1] |f:2.3|. Procedure details: Electrolyte: 1013 g (9.206 mol) of 2-fluorotoluene, 675 g of acetic anhydride, 338 g of triethylmethylammonium methyl sulfate and 4727 g of acetic acid The reactants are BrBr (Br2), C(C)(=O)OC1=CC(=CC=2CC[C@H]3[C@@H]4CC=C([C@@]4(C)CC[C@@H]3C12)OC(C)=O)OC (1,17-diacetoxy-3-methoxyestra-1,3,5(10),16-tetraene), C([O-])([O-])=O.[K+].[K+] (potassium carbonate), OS(=O)[O-].[Na+] (NaHSO3). The solvent is C(Cl)(Cl)(Cl)Cl (carbon tetrachloride), C(Cl)(Cl)(Cl)Cl (carbon tetrachloride), O (H2O). Product: C(C)(=O)OC1=CC(=CC=2CC[C@H]3[C@@H]4C[C@H](C([C@@]4(C)CC[C@@H]3C12)=O)Br)OC (1-acetoxy-16α-bromo-3-methoxyestra-1,3,5(10)-trien-17-one). As a reaction SMILES: [Br:1]Br.[C:3]([O:6][C:7]1[C:24]2[C@@H:23]3[C@H:14]([C@H:15]4[C@@:19]([CH2:21][CH2:22]3)([CH3:20])[C:18]([O:25]C(=O)C)=[CH:17][CH2:16]4)[CH2:13][CH2:12][C:11]=2[CH:10]=[C:9]([O:29][CH3:30])[CH:8]=1)(=[O:5])[CH3:4].C(=O)([O-])[O-].[K+].[K+].OS([O-])=O.[Na+]>C(Cl)(Cl)(Cl)Cl.O>[C:3]([O:6][C:7]1[C:24]2[C@@H:23]3[C@H:14]([C@H:15]4[C@@:19]([CH2:21][CH2:22]3)([CH3:20])[C:18](=[O:25])[C@H:17]([Br:1])[CH2:16]4)[CH2:13][CH2:12][C:11]=2[CH:10]=[C:9]([O:29][CH3:30])[CH:8]=1)(=[O:5])[CH3:4] |f:2.3.4,5.6|. Procedure: A solution of Br2 (0.4 g, 2.5 mM) in 10 ml of carbon tetrachloride is added over a period of 5 min to a suspension of 1,17-diacetoxy-3-methoxyestra-1,3,5(10),16-tetraene (0.95 g, 2.5 mM), potassium carbonate (0.53 g) and 40 ml of carbon tetrachloride at 0°. After an additional 5 min the colorless suspension is added to a solution of NaHSO3 (1 g) in 75 ml of H2O. The layers are separated and the aqueous layer is extracted with 3 × 25 ml of chloroform, the organic layers are combined and evaporate... The reactants are NCCOC1=CC(=NC(=C1)CO)CO (4-[2-amino-ethoxy]-2,6-bis-(hydroxymethyl)-pyridine), C(#N)[BH3-].[Na+] (sodium cyanoborohydride), CSSC(C=O)(C)C (2-(methyldithio)-isobutyraldehyde), CSSC(C=O)(C)C (2-(methyldithio)-isobutyraldehyde), C(C)(C)(C)OC(=O)NCCOC1=CC(=NC(=C1)CO)CO (4-(2-tert-butoxycarbonylamino-ethoxy)-2,6-bis-(hydroxymethyl)-pyridine), [OH-].[Na+] (sodium hydroxide), C(#N)[BH3-].[Na+] (sodium cyanoborohydride). The reagents and catalysts are CC([O-])C.[Ti+4].CC([O-])C.CC([O-])C.CC([O-])C (titanium isopropoxide), CC([O-])C.[Ti+4].CC([O-])C.CC([O-])C.CC([O-])C (titanium isopropoxide). Solvent: C1CCOC1 (THF), C(C)O (ethanol). Conditions: time 20 minute. Yields the product CC(CN(CCOC1=CC(=NC(=C1)CO)CO)SSC)C (4-[2-(2-methyl-2-methyldisulfanyl-propylamino)-ethoxy]-2,6-bis-(hydroxymethyl)-pyridine). RXN SMILES: [NH2:1][CH2:2][CH2:3][O:4][C:5]1[CH:10]=[C:9]([CH2:11][OH:12])[N:8]=[C:7]([CH2:13][OH:14])[CH:6]=1.[C:15](OC(NCCOC1C=C(CO)N=C(CO)C=1)=O)([CH3:18])([CH3:17])[CH3:16].[CH3:36][S:37][S:38]C(C)(C)C=O.C([BH3-])#N.[Na+].[OH-].[Na+]>C1COCC1.CC(C)[O-].[Ti+4].CC(C)[O-].CC(C)[O-].CC(C)[O-].C(O)C>[CH3:16][CH:15]([CH3:18])[CH2:17][N:1]([S:38][S:37][CH3:36])[CH2:2][CH2:3][O:4][C:5]1[CH:6]=[C:7]([CH2:13][OH:14])[N:8]=[C:9]([CH2:11][OH:12])[CH:10]=1 |f:3.4,5.6,8.9.10.11.12|. Reported procedure: To a suspension of 390 mg of 4-[2-amino-ethoxy]-2,6-bis-(hydroxymethyl)-pyridine (prepared after deprotection of the boc group of 4-(2-tert-butoxycarbonylamino-ethoxy)-2,6-bis-(hydroxymethyl)-pyridine described on page 101 of WO 07085930) in 2 mL of THF was added 270 μl of 2-(methyldithio)-isobutyraldehyde and 730 μL of titanium isopropoxide. After 20 min, a further 270 μl of 2-(methyldithio)-isobutyraldehyde and 730 μL of titanium isopropoxide were added and the mixture was stirred for 2 hours ...